This data is from the Open Reaction Database (ORD), a public repository of structured organic reaction records. The task is: describe an organic reaction: reactants, conditions, products, and yield Reactants: FC1=CC=C(C(CCl)=O)C=C1 (4-fluorophenacylchloride), NC=1SCCN1 (2-aminothiazoline), C(C)O (ethanol). Run in O (water). Conditions: time 2 hour. Yields the product FC1=CC=C(C=C1)C=1N=C2SCCN2C1 (6-(4-fluorophenyl)-2,3-dihydroimidazo[2,1-b]thiazole). Isolated yield 99.0%. As a reaction SMILES: [F:1][C:2]1[CH:11]=[CH:10][C:5]([C:6](=O)[CH2:7]Cl)=[CH:4][CH:3]=1.[NH2:12][C:13]1[S:14][CH2:15][CH2:16][N:17]=1.C(O)C>O>[F:1][C:2]1[CH:11]=[CH:10][C:5]([C:6]2[N:12]=[C:13]3[N:17]([CH:7]=2)[CH2:16][CH2:15][S:14]3)=[CH:4][CH:3]=1. Reported procedure: A mixture of 51.6 g (0.3 mol) of 4-fluorophenacylchloride, 33.66 g (0.33 mol) of 2-aminothiazoline and 200 ml of ethanol was heated at reflux for 2 hours. The mixture was cooled to room temperature at which point 300 ml of water was added. After a reflux period of 2 hours, the mixture was concentrated to remove about 190 ml of aqueous alcohol. The pH of the residue was adjusted to about 2 with 10% hydrochloric acid (10 ml). The solid product was separated and dried to give 65.4 g (85%) of 6-(4-f... Starting materials: C1CCOC1, CS(=O)(=O)c1nccc(-c2c(Cc3ccccc3Cl)c(=O)n3n2CCC3)n1, [H-], [Na+], [Na+], O=C([O-])O, Oc1ccccc1. Product: O=c1c(Cc2ccccc2Cl)c(-c2ccnc(Oc3ccccc3)n2)n2n1CCC2. RXN SMILES: [CH2:37]1[O:38][CH2:39][CH2:40][CH2:41]1.[Cl:10][c:11]1[c:12]([CH2:13][c:14]2[c:15](-[c:23]3[n:24][c:25]([S:29]([CH3:30])(=[O:31])=[O:32])[n:26][cH:27][cH:28]3)[n:16]3[n:17]([c:21]2=[O:22])[CH2:18][CH2:19][CH2:20]3)[cH:33][cH:34][cH:35][cH:36]1.[H-:8].[Na+:46].[Na+:9].[O-:42][C:43]([OH:44])=[O:45].[OH:1][c:2]1[cH:3][cH:4][cH:5][cH:6][cH:7]1>>[O:1]([c:2]1[cH:3][cH:4][cH:5][cH:6][cH:7]1)[c:25]1[n:24][c:23](-[c:15]2[c:14]([CH2:13][c:12]3[c:11]([Cl:10])[cH:36][cH:35][cH:34][cH:33]3)[c:21](=[O:22])[n:17]3[n:16]2[CH2:20][CH2:19][CH2:18]3)[cH:28][cH:27][n:26]1. The reactants are C(C1=CC=CC=C1)OC1=C(C=CC(=C1)OCC1=CC=CC=C1)O (2,4-Dibenzyloxyphenol), [H-].[Na+] (sodium hydride), BrCC(=O)OCC (ethyl bromoacetate). Product: C(C1=CC=CC=C1)OC1=C(OCC(=O)OCC)C=CC(=C1)OCC1=CC=CC=C1 (ethyl (2,4-dibenzyloxyphenoxy)acetate). The yield is 80.6%. As a reaction SMILES: [CH2:1]([O:8][C:9]1[CH:14]=[C:13]([O:15][CH2:16][C:17]2[CH:22]=[CH:21][CH:20]=[CH:19][CH:18]=2)[CH:12]=[CH:11][C:10]=1[OH:23])[C:2]1[CH:7]=[CH:6][CH:5]=[CH:4][CH:3]=1.[H-].[Na+].Br[CH2:27][C:28]([O:30][CH2:31][CH3:32])=[O:29]>>[CH2:1]([O:8][C:9]1[CH:14]=[C:13]([O:15][CH2:16][C:17]2[CH:22]=[CH:21][CH:20]=[CH:19][CH:18]=2)[CH:12]=[CH:11][C:10]=1[O:23][CH2:27][C:28]([O:30][CH2:31][CH3:32])=[O:29])[C:2]1[CH:3]=[CH:4][CH:5]=[CH:6][CH:7]=1 |f:1.2|. Reported procedure: 2,4-Dibenzyloxyphenol (3.1 g) is added to a stirred suspension of sodium hydride (0.44 g, 60% dispersion in mineral oil) and the mixture is heated at reflux for 30 minutes. Refluxing is allowed to abate when ethyl bromoacetate (1.8 g) is added and the mixture heated at reflux for 1 hour. The reaction mixture is evaporated and the residue partitioned between ethyl acetate and water. The organic phase is washed with water, dried over magnesium sulphate and evaporated to give a light brown oil whic... Procedure details: In the manner given in Preparation 48, 8-chloro-1-(chloromethyl)-6-(o-chlorophenyl)-4H-s-triazolo[4,3-a]-[1,4]benzodiazepine, potassium iodide, and pyrrolidine in tetrahydrofuran are reacted to give 8-chloro-1-(pyrrolidinomethyl)-6-(o-chlorophenyl)-4H-s-triazolo[4,3-a][1,4]benzodiazepine. Solvent: O1CCCC1 (tetrahydrofuran). RXN SMILES: [Cl:1][C:2]1[CH:3]=[CH:4][C:5]2[N:11]3[C:12]([CH2:15]Cl)=[N:13][N:14]=[C:10]3[CH2:9][N:8]=[C:7]([C:17]3[CH:22]=[CH:21][CH:20]=[CH:19][C:18]=3[Cl:23])[C:6]=2[CH:24]=1.[I-].[K+].[NH:27]1[CH2:31][CH2:30][CH2:29][CH2:28]1>O1CCCC1>[Cl:1][C:2]1[CH:3]=[CH:4][C:5]2[N:11]3[C:12]([CH2:15][N:27]4[CH2:31][CH2:30][CH2:29][CH2:28]4)=[N:13][N:14]=[C:10]3[CH2:9][N:8]=[C:7]([C:17]3[CH:22]=[CH:21][CH:20]=[CH:19][C:18]=3[Cl:23])[C:6]=2[CH:24]=1 |f:1.2|. The product is ClC=1C=CC2=C(C(=NCC=3N2C(=NN3)CN3CCCC3)C3=C(C=CC=C3)Cl)C1 (8-chloro-1-(pyrrolidinomethyl)-6-(o-chlorophenyl)-4H-s-triazolo[4,3-a][1,4]benzodiazepine). Reactants: ClC=1C=CC2=C(C(=NCC=3N2C(=NN3)CCl)C3=C(C=CC=C3)Cl)C1 (8-chloro-1-(chloromethyl)-6-(o-chlorophenyl)-4H-s-triazolo[4,3-a]-[1,4]benzodiazepine), [I-].[K+] (potassium iodide), N1CCCC1 (pyrrolidine). The reactants are C1(=CC=CC=C1)C=1OC(=C(N1)COC1=CC=C(COC2=C(C=CC=C2)CC(=O)OC)C=C1)CCC (methyl 2-[2-[4-[(2-phenyl-5-propyl-4-oxazolyl)methoxy]benzyloxy]phenyl]acetate), O1CCCC1 (tetrahydrofuran), [OH-].[Na+] (sodium hydroxide), Cl (Hydrochloric acid). The solvent is C(C)O (ethanol), O (water). Reaction conditions: temperature 50 celsius, time 1 hour. Product: C1(=CC=CC=C1)C=1OC(=C(N1)COC1=CC=C(COC2=C(C=CC=C2)CC(=O)O)C=C1)CCC (2-[2-[4-[(2-phenyl-5-propyl-4-oxazolyl)methoxy]benzyloxy]phenyl]acetic acid). The yield is 77.3%. Reaction SMILES: [C:1]1([C:7]2[O:8][C:9]([CH2:33][CH2:34][CH3:35])=[C:10]([CH2:12][O:13][C:14]3[CH:32]=[CH:31][C:17]([CH2:18][O:19][C:20]4[CH:25]=[CH:24][CH:23]=[CH:22][C:21]=4[CH2:26][C:27]([O:29]C)=[O:28])=[CH:16][CH:15]=3)[N:11]=2)[CH:6]=[CH:5][CH:4]=[CH:3][CH:2]=1.O1CCCC1.[OH-].[Na+].Cl>O.C(O)C>[C:1]1([C:7]2[O:8][C:9]([CH2:33][CH2:34][CH3:35])=[C:10]([CH2:12][O:13][C:14]3[CH:32]=[CH:31][C:17]([CH2:18][O:19][C:20]4[CH:25]=[CH:24][CH:23]=[CH:22][C:21]=4[CH2:26][C:27]([OH:29])=[O:28])=[CH:16][CH:15]=3)[N:11]=2)[CH:6]=[CH:5][CH:4]=[CH:3][CH:2]=1 |f:2.3|. Reported procedure: To a mixture of methyl 2-[2-[4-[(2-phenyl-5-propyl-4-oxazolyl)methoxy]benzyloxy]phenyl]acetate (0.40 g), tetrahydrofuran (2 mL) and ethanol (2 mL) was added a 1N aqueous sodium hydroxide solution (1.7 mL) and the mixture was stirred at 50° C. for 1 hr. 1N Hydrochloric acid and water were added to acidify the reaction mixture, and the mixture was extracted with ethyl acetate. The organic layer was washed with saturated brine, dried over anhydrous magnesium sulfate and concentrated to give crystal... Reactants: COC1=CC=C(COC2=NC=CC(=C2N2CC3=C(N=C(N=C3)N)CC2)C)C=C1 (6-{2-[(4-methoxybenzyl)oxy]-4-methylpyridin-3-yl}-5,6,7,8-tetrahydropyrido[4,3-d]pyrimidin-2-amine), FC(C(=O)O)(F)F (trifluoroacetic acid). Solvent: ClCCl (dichloromethane). Conditions: time 30 minute. Yields the product NC=1N=CC2=C(N1)CCN(C2)C=2C(NC=CC2C)=O (3-(2-amino-7,8-dihydropyrido[4,3-d]pyrimidin-6(5H)-yl)-4-methylpyridin-2(1H)-one). As a reaction SMILES: COC1C=CC(C[O:8][C:9]2[C:14]([N:15]3[CH2:25][CH2:24][C:18]4[N:19]=[C:20]([NH2:23])[N:21]=[CH:22][C:17]=4[CH2:16]3)=[C:13]([CH3:26])[CH:12]=[CH:11][N:10]=2)=CC=1.FC(F)(F)C(O)=O>ClCCl>[NH2:23][C:20]1[N:21]=[CH:22][C:17]2[CH2:16][N:15]([C:14]3[C:9](=[O:8])[NH:10][CH:11]=[CH:12][C:13]=3[CH3:26])[CH2:25][CH2:24][C:18]=2[N:19]=1. Reported procedure: A solution of 6-{2-[(4-methoxybenzyl)oxy]-4-methylpyridin-3-yl}-5,6,7,8-tetrahydropyrido[4,3-d]pyrimidin-2-amine (3.92 g, 10.39 mmol) in dichloromethane (150 ml) was treated with trifluoroacetic acid (5.71 ml, 76.89 mmol) at room temperature. After stirring for 30 minutes, the solvent and excess acid was removed in vacuo and the residue was treated with ethyl acetate. Washing with sat'd NaHCO3(aq.) gave a yellow, amorphous precipitate. The solid was collected, washed with water, EtOAc, and dried... Reactants: C(C)O (ethanol), C(C)C=1C=C2C=C(C(OC2=CC1OC1=NC(=NC=C1)SC)C(F)(F)F)C(=O)OCC (Ethyl 6-ethyl-7-{[2-(methylthio)pyrimidin-4-yl]oxy}-2-(trifluoromethyl)-2H-chromene-3-carboxylate), [OH-].[Li+] (lithium hydroxide). Run in O1CCCC1 (tetrahydrofuran), O (water). Yields the product C(C)C=1C=C2C=C(C(OC2=CC1OC1=NC(=NC=C1)SC)C(F)(F)F)C(=O)O (6-ethyl-7-{[2-(methylthio)pyrimidin-4-yl]oxy}-2-(trifluoromethyl)-2H-chromene-3-carboxylic acid). The yield is 52.7%. Reaction SMILES: [CH2:1]([C:3]1[CH:4]=[C:5]2[C:10](=[CH:11][C:12]=1[O:13][C:14]1[CH:19]=[CH:18][N:17]=[C:16]([S:20][CH3:21])[N:15]=1)[O:9][CH:8]([C:22]([F:25])([F:24])[F:23])[C:7]([C:26]([O:28]CC)=[O:27])=[CH:6]2)[CH3:2].[OH-].[Li+].C(O)C>O1CCCC1.O>[CH2:1]([C:3]1[CH:4]=[C:5]2[C:10](=[CH:11][C:12]=1[O:13][C:14]1[CH:19]=[CH:18][N:17]=[C:16]([S:20][CH3:21])[N:15]=1)[O:9][CH:8]([C:22]([F:25])([F:24])[F:23])[C:7]([C:26]([OH:28])=[O:27])=[CH:6]2)[CH3:2] |f:1.2|. Procedure details: To the solution of 100 mg (0.23 mmol) intermediate isolated from step 2 in 1.5 mL of tetrahydrofuran was added a solution of 48 mg (1.2 mmol) lithium hydroxide in 2.5 mL of water, followed by addition of 2.5 mL of ethanol. The reaction was then heated to reflux for one h. After cooling to room temperature, the volatiles were removed, the residue was diluted with water, then acidified at 0° C. with dilute hydrochloric acid to pH=1.0. The product was extracted with ethyl ether. The combined organi...